From a dataset of the Open Reaction Database (ORD), a public repository of structured organic reaction records. describe an organic reaction: reactants, conditions, products, and yield The reactants are C1=CC=C2C=CC3=CC=CC4=CC=C1C2=C34 (pyrene), [N+](=O)(O)[O-] (nitric acid). Run in C(C)(=O)O (acetic acid), C(C)(=O)O (acetic acid), O (water). Yields the product [N+](=O)([O-])C1=CC=C2C=CC3=CC=CC4=CC=C1C2=C34 (Nitropyrene). RXN SMILES: [CH:1]1[C:14]2[C:15]3=[C:16]4[C:11](=[CH:12][CH:13]=2)[CH:10]=[CH:9][CH:8]=[C:7]4[CH:6]=[CH:5][C:4]3=[CH:3][CH:2]=1.[N+:17]([O-])([OH:19])=[O:18]>C(O)(=O)C.O>[N+:17]([C:8]1[C:7]2[C:16]3=[C:15]4[C:4](=[CH:5][CH:6]=2)[CH:3]=[CH:2][CH:1]=[C:14]4[CH:13]=[CH:12][C:11]3=[CH:10][CH:9]=1)([O-:19])=[O:18]. Procedure details: A solution was prepared by dissolving 101 g of pyrene in 800 ml of glacial acetic acid. While heating this solution at 50° C. in water bath with stirring, a mixed solution of 42 ml of nitric acid (D=1.4) and 50 ml of glacial acetic acid was slowly added thereto dropwise. At the end of 30 minutes, the reacted mixture was filtered with suction. The precipitate was washed with a small quantity of glacial acetic acid and then thoroughly washed with water to obtain 115 g of yellow crystals (melting p... The reactants are BrC1=CC=2C=3N(C(NC2C=C1)=O)N=CN3 (9-bromo-6H-[1,2,4]triazolo[1,5-c]quinazolin-5-one), [OH-].[Na+] (NaOH). Solvent: C(CO)O (ethylene glycol). Conditions: temperature 140 celsius, time 30 minute. The product is BrC1=CC(=C(C=C1)N)C=1NN=CN1 (4-Bromo-2-(2H-[1,2,4]triazol-3-yl)-phenylamine). Yield: 61.6%. RXN SMILES: [Br:1][C:2]1[CH:11]=[CH:10][C:9]2[NH:8]C(=O)[N:6]3[N:13]=[CH:14][N:15]=[C:5]3[C:4]=2[CH:3]=1.[OH-].[Na+]>C(O)CO>[Br:1][C:2]1[CH:11]=[CH:10][C:9]([NH2:8])=[C:4]([C:5]2[NH:6][N:13]=[CH:14][N:15]=2)[CH:3]=1 |f:1.2|. Reported procedure: To a well stirred slurry of 9-bromo-6H-[1,2,4]triazolo[1,5-c]quinazolin-5-one (32.0 g, 171 mmol) in ethylene glycol (146 mL) which was heated at 100° C., was added aqeous NaOH (32%, 22.4 mL, 241 mmol). The slurry was heated at 140° C. for 17.5 h. The resulting solution was cooled to 27° C. and the product began to crystallize. Water (146 mL) and 1-octanol (1.73 mL) were added and the pH of the suspension was adjusted to 6.5 by the slow addition of glacial acetic acid (14 mL). The resulting slurr... Starting materials: C(C)(=O)N1C(C(C2=CC(=C(C=C12)OCC)OCC)=C(C1=CC=CC=C1)OCC)=O (1-acetyl-3-(1-ethoxy-1-phenyl-methylidene)-5,6-diethoxy-2-indolinone), N1(CCCCC1)CC1=CC=C(N)C=C1 (4-(piperidin-1-yl-methyl)-aniline). The product is N1(CCCCC1)CC1=CC=C(N\C(\C2=CC=CC=C2)=C\2/C(NC3=CC(=C(C=C23)OCC)OCC)=O)C=C1 (3-(Z)-{1-[4-(piperidin-1-yl-methyl)-anilino]-1-phenyl-methylidene}-5,6-diethoxy-2-indolinone). As a reaction SMILES: C([N:4]1[C:12]2[C:7](=[CH:8][C:9]([O:16][CH2:17][CH3:18])=[C:10]([O:13][CH2:14][CH3:15])[CH:11]=2)[C:6](=[C:19](OCC)[C:20]2[CH:25]=[CH:24][CH:23]=[CH:22][CH:21]=2)[C:5]1=[O:29])(=O)C.[N:30]1([CH2:36][C:37]2[CH:43]=[CH:42][C:40]([NH2:41])=[CH:39][CH:38]=2)[CH2:35][CH2:34][CH2:33][CH2:32][CH2:31]1>>[N:30]1([CH2:36][C:37]2[CH:38]=[CH:39][C:40]([NH:41]/[C:19](=[C:6]3\[C:5](=[O:29])[NH:4][C:12]4[C:7]\3=[CH:8][C:9]([O:16][CH2:17][CH3:18])=[C:10]([O:13][CH2:14][CH3:15])[CH:11]=4)/[C:20]3[CH:21]=[CH:22][CH:23]=[CH:24][CH:25]=3)=[CH:42][CH:43]=2)[CH2:31][CH2:32][CH2:33][CH2:34][CH2:35]1. Procedure details: Prepared from 1-acetyl-3-(1-ethoxy-1-phenyl-methylidene)-5,6-diethoxy-2-indolinone and 4-(piperidin-1-yl-methyl)-aniline Reactants: Cl, Cl, Cl, NC1CCC(CCN2CCN(c3nccc4c3CCO4)CC2)CC1, O=C(O)c1ccnc2ccccc12. Product: O=C(NC1CCC(CCN2CCN(c3nccc4c3CCO4)CC2)CC1)c1ccnc2ccccc12. RXN SMILES: [ClH:1].[ClH:2].[ClH:3].[O:4]1[CH2:5][CH2:6][c:7]2[c:8]([N:13]3[CH2:14][CH2:15][N:16]([CH2:19][CH2:20][CH:21]4[CH2:22][CH2:23][CH:24]([NH2:27])[CH2:25][CH2:26]4)[CH2:17][CH2:18]3)[n:9][cH:10][cH:11][c:12]21.[OH:28][C:29](=[O:30])[c:31]1[cH:32][cH:33][n:34][c:35]2[cH:36][cH:37][cH:38][cH:39][c:40]12>>[O:4]1[CH2:5][CH2:6][c:7]2[c:8]([N:13]3[CH2:14][CH2:15][N:16]([CH2:19][CH2:20][CH:21]4[CH2:22][CH2:23][CH:24]([NH:27][C:29](=[O:28])[c:31]5[cH:32][cH:33][n:34][c:35]6[cH:36][cH:37][cH:38][cH:39][c:40]56)[CH2:25][CH2:26]4)[CH2:17][CH2:18]3)[n:9][cH:10][cH:11][c:12]21. The reactants are FC1(OC2=C(C1(F)F)C=CC=C2CC2CCC1(OCCO1)CC2)F (8-(2,2,3,3-tetrafluoro-2,3-dihydrobenzofuran-7-ylmethyl)-1,4-dioxaspiro[4.5]decane), O (water). Solvent: C(C)(=O)O (acetic acid). Product: FC1(OC2=C(C1(F)F)C=CC=C2CC2CCC(CC2)=O)F (4-(2,2,3,3-tetrafluoro-2,3-dihydrobenzofuran-7-ylmethyl)cyclohexanone). RXN SMILES: [F:1][C:2]1([F:24])[C:6]([F:8])([F:7])[C:5]2[CH:9]=[CH:10][CH:11]=[C:12]([CH2:13][CH:14]3[CH2:23][CH2:22][C:17]4(OCC[O:18]4)[CH2:16][CH2:15]3)[C:4]=2[O:3]1.O>C(O)(=O)C>[F:24][C:2]1([F:1])[C:6]([F:7])([F:8])[C:5]2[CH:9]=[CH:10][CH:11]=[C:12]([CH2:13][CH:14]3[CH2:15][CH2:16][C:17](=[O:18])[CH2:22][CH2:23]3)[C:4]=2[O:3]1. Procedure: This compound is prepared in a manner analogous to that of Step D of Example 2, using 6.2 grams (0.018 mole) of 8-(2,2,3,3-tetrafluoro-2,3-dihydrobenzofuran-7-ylmethyl)-1,4-dioxaspiro[4.5]decane and 25 mL of water in 100 mL of acetic acid, yielding 4-(2,2,3,3-tetrafluoro-2,3-dihydrobenzofuran-7-ylmethyl)cyclohexanone. Reactants: ClC1=C2C(=NC=C1)C=C(S2)C(=O)N2C[C@@H](CC2)OC (7-chloro-2-[(R)-3-methoxypyrrolidine-1-carbonyl]thieno[3,2-b]pyridine), CNC(=O)C1=C(N(C2=CC(=CC=C12)O)C)C (6-hydroxy-1,2-dimethyl-1H-indole-3-carboxylic acid methylamide), C(=O)([O-])[O-].[Cs+].[Cs+] (Cs2CO3), 2s. Run in CCOC(=O)C (EtOAc). The product is CNC(=O)C1=C(N(C2=CC(=CC=C12)OC1=C2C(=NC=C1)C=C(S2)C(=O)N2CC(CC2)OC)C)C (1,2-dimethyl-6-(2-[3-methoxy-pyrrolidine-1-carbonyl]thieno[3,2-b]pyridin-7-yloxy)-1H-indole-3-carboxylic acid methylamide). RXN SMILES: Cl[C:2]1[CH:7]=[CH:6][N:5]=[C:4]2[CH:8]=[C:9]([C:11]([N:13]3[CH2:17][CH2:16][C@@H:15]([O:18][CH3:19])[CH2:14]3)=[O:12])[S:10][C:3]=12.[CH3:20][NH:21][C:22]([C:24]1[C:32]2[C:27](=[CH:28][C:29]([OH:33])=[CH:30][CH:31]=2)[N:26]([CH3:34])[C:25]=1[CH3:35])=[O:23].C([O-])([O-])=O.[Cs+].[Cs+]>CCOC(C)=O>[CH3:20][NH:21][C:22]([C:24]1[C:32]2[C:27](=[CH:28][C:29]([O:33][C:2]3[CH:7]=[CH:6][N:5]=[C:4]4[CH:8]=[C:9]([C:11]([N:13]5[CH2:17][CH2:16][CH:15]([O:18][CH3:19])[CH2:14]5)=[O:12])[S:10][C:3]=34)=[CH:30][CH:31]=2)[N:26]([CH3:34])[C:25]=1[CH3:35])=[O:23] |f:2.3.4|. Procedure details: This material was prepared by the reaction of 7-chloro-2-[(R)-3-methoxypyrrolidine-1-carbonyl]thieno[3,2-b]pyridine 4b (157 mg, 0.5 mmole) with 6-hydroxy-1,2-dimethyl-1H-indole-3-carboxylic acid methylamide 16e (150 mg, 0.7 mmole) and Cs2CO3 (673 mg, 2.1 mmole) in a manner as previously described for example 1 to give 51 mg (39%) of a crisp foam. 1H NMR (DMSO-d6) δ 8.54 (1H, dd, J=5.5, 1.13 Hz), 8.05 (1H, s), 7.84 (1H, d, J=8.6 Hz, 7.61–7.55 (1H, m), 7.54 (1H, d, J=2.1 Hz), 7.03(1H, dd, J=2.1, 8...